This data is from the Open Reaction Database (ORD), a public repository of structured organic reaction records. The task is: describe an organic reaction: reactants, conditions, products, and yield The product is COC(CNC(=S)NCC1=CC=C(C=C1)F)OC (N-(2,2-dimethoxyethyl)-N'-[(4-fluorophenyl)methyl]thiourea). Reactants: N(=C=S)CC(OC)OC (1-isothiocyanato-2,2-dimethoxyethane), FC1=CC=C(C=C1)CN (4-fluorobenzenemethanamine). Run in O1CCCC1 (tetrahydrofuran). Yield: 99.0%. Procedure: A mixture of 4.8 parts of 1-isothiocyanato-2,2-dimethoxyethane, 4.2 parts of 4-fluorobenzenemethanamine and 90 parts of tetrahydrofuran was stirred overnight. The reaction mixture was evaporated, yielding 8.9 parts (99%) of N-(2,2-dimethoxyethyl)-N'-[(4-fluorophenyl)methyl]thiourea (188). Reaction conditions: time 8 hour. RXN SMILES: [N:1]([CH2:4][CH:5]([O:8][CH3:9])[O:6][CH3:7])=[C:2]=[S:3].[F:10][C:11]1[CH:16]=[CH:15][C:14]([CH2:17][NH2:18])=[CH:13][CH:12]=1>O1CCCC1>[CH3:7][O:6][CH:5]([O:8][CH3:9])[CH2:4][NH:1][C:2]([NH:18][CH2:17][C:14]1[CH:15]=[CH:16][C:11]([F:10])=[CH:12][CH:13]=1)=[S:3]. Starting materials: CC(=O)[O-], CC(=O)[O-], CCC(CC)(c1ccc(CCC2(O)CCCCC2)c(C)c1)c1ccc(B2OC(C)(C)C(C)(C)O2)c(C)c1, COC(=O)Cc1ccc(Br)cc1, Cc1ccccc1, COc1cccc(OC)c1-c1ccccc1P(C1CCCCC1)C1CCCCC1, [Cl-], [K+], [K+], [K+], [NH4+], O, O=P([O-])([O-])[O-], [Pd+2]. Product: CCC(CC)(c1ccc(CCC2(O)CCCCC2)c(C)c1)c1ccc(-c2ccc(CC(=O)OC)cc2)c(C)c1. RXN SMILES: [C:101]([O-:102])(=[O:103])[CH3:104].[C:96]([O-:97])(=[O:98])[CH3:99].[CH2:50]([CH3:51])[C:52]([CH2:53][CH3:54])([c:55]1[cH:56][c:57]([CH3:70])[c:58]([B:61]2[O:62][C:63]([CH3:64])([CH3:65])[C:66]([CH3:67])([CH3:68])[O:69]2)[cH:59][cH:60]1)[c:71]1[cH:72][c:73]([CH3:86])[c:74]([CH2:77][CH2:78][C:79]2([OH:85])[CH2:80][CH2:81][CH2:82][CH2:83][CH2:84]2)[cH:75][cH:76]1.[CH3:1][O:2][C:3]([CH2:4][c:5]1[cH:6][cH:7][c:8]([Br:11])[cH:9][cH:10]1)=[O:12].[CH3:89][c:90]1[cH:91][cH:92][cH:93][cH:94][cH:95]1.[CH:13]1([P:14]([CH:15]2[CH2:16][CH2:17][CH2:18][CH2:19][CH2:20]2)[c:21]2[cH:22][cH:23][cH:24][cH:25][c:26]2-[c:27]2[c:28]([O:29][CH3:30])[cH:31][cH:32][cH:33][c:34]2[O:35][CH3:36])[CH2:37][CH2:38][CH2:39][CH2:40][CH2:41]1.[Cl-:87].[K+:47].[K+:48].[K+:49].[NH4+:88].[OH2:105].[P:42]([O-:43])([O-:44])([O-:45])=[O:46].[Pd+2:100]>>[CH3:1][O:2][C:3]([CH2:4][c:5]1[cH:6][cH:7][c:8](-[c:58]2[c:57]([CH3:70])[cH:56][c:55]([C:52]([CH2:50][CH3:51])([CH2:53][CH3:54])[c:71]3[cH:72][c:73]([CH3:86])[c:74]([CH2:77][CH2:78][C:79]4([OH:85])[CH2:80][CH2:81][CH2:82][CH2:83][CH2:84]4)[cH:75][cH:76]3)[cH:60][cH:59]2)[cH:9][cH:10]1)=[O:12]. Starting materials: COC(=O)C1=CC2=C(N=C(N=C2)NC2=CC=C(C=C2)N2CCN(CC2)C(C)=O)N1C(CC)CC (2-[4-(4-acetyl-piperazin-1-yl)-phenylamino]-7-(1-ethyl-propyl)-7H-pyrrolo[2,3-d]pyrimidine-6-carboxylic acid methyl ester), [Li+].[OH-] (LiOH). The solvent is C1CCOC1 (THF). Reaction conditions: time 36 hour. The product is C(C)C(CC)N1C(=CC2=C1N=C(N=C2)NC2=CC=C(C=C2)N2CCNCC2)C(=O)O (7-(1-ethyl-propyl)-2-(4-piperazin-1-yl-phenylamino)-7H-pyrrolo[2,3-d]pyrimidine-6-carboxylic acid). Isolated yield 67.7%. As a reaction SMILES: C[O:2][C:3]([C:5]1[N:29]([CH:30]([CH2:33][CH3:34])[CH2:31][CH3:32])[C:8]2[N:9]=[C:10]([NH:13][C:14]3[CH:19]=[CH:18][C:17]([N:20]4[CH2:25][CH2:24][N:23](C(=O)C)[CH2:22][CH2:21]4)=[CH:16][CH:15]=3)[N:11]=[CH:12][C:7]=2[CH:6]=1)=[O:4].[Li+].[OH-]>C1COCC1>[CH2:31]([CH:30]([N:29]1[C:8]2[N:9]=[C:10]([NH:13][C:14]3[CH:15]=[CH:16][C:17]([N:20]4[CH2:21][CH2:22][NH:23][CH2:24][CH2:25]4)=[CH:18][CH:19]=3)[N:11]=[CH:12][C:7]=2[CH:6]=[C:5]1[C:3]([OH:4])=[O:2])[CH2:33][CH3:34])[CH3:32] |f:1.2|. Procedure: To a solution of 2-[4-(4-acetyl-piperazin-1-yl)-phenylamino]-7-(1-ethyl-propyl)-7H-pyrrolo[2,3-d]pyrimidine-6-carboxylic acid methyl ester (16 mg, 0.034 mmol) in THF (1.5 mL) is added 2 N LiOH aqueous solution (1 mL). The reaction mixture is stirred for 36 h and concentrated in vacuo. The residue is purified by preparative HPLC to give 9.4 mg of 7-(1-ethyl-propyl)-2-(4-piperazin-1-yl-phenylamino)-7H-pyrrolo[2,3-d]pyrimidine-6-carboxylic acid. The reactants are [Br-], C1CCOC1, C[Mg+], O=C1c2cn(-c3c(Cl)cc(C(F)(F)F)cc3Cl)nc2CC1(F)F, [Na+], O=C([O-])O. Yields the product CC1(O)c2cn(-c3c(Cl)cc(C(F)(F)F)cc3Cl)nc2CC1(F)F. As a reaction SMILES: [Br-:24].[CH2:32]1[O:33][CH2:34][CH2:35][CH2:36]1.[CH3:25][Mg+:26].[Cl:1][c:2]1[c:3](-[n:13]2[n:14][c:15]3[c:16]([cH:17]2)[C:18](=[O:23])[C:19]([F:21])([F:22])[CH2:20]3)[c:4]([Cl:12])[cH:5][c:6]([C:8]([F:9])([F:10])[F:11])[cH:7]1.[Na+:31].[O-:27][C:28]([OH:29])=[O:30]>>[Cl:1][c:2]1[c:3](-[n:13]2[n:14][c:15]3[c:16]([cH:17]2)[C:18]([OH:23])([CH3:28])[C:19]([F:21])([F:22])[CH2:20]3)[c:4]([Cl:12])[cH:5][c:6]([C:8]([F:9])([F:10])[F:11])[cH:7]1. Reactants: BrC1=C(C(=CC(=C1)Cl)F)C1=NOC(=N1)C (3-(2-bromo-4-chloro-6-fluoro-phenyl)-5-methyl-[1,2,4]oxadiazole), intermediate 5, C(C)(C)(C)OC(N[C@H](C)C1=C(C=C(C=C1)C1=C(C(=CC(=C1)Cl)F)C1=NOC(=N1)C)F)=O ({(R)-1-[5′-chloro-3,3′-difluoro-2′-(5-methyl-[1,2,4]oxadiazol-3-yl)-biphenyl-4-yl]ethyl}-carbamic acid tert-butyl ester), ClC=1C=C(C(=C(C1)C1=CC(=C(C=C1)[C@@H](C)N)F)C1=NOC(=N1)C)F ((R)-1-[5′-chloro-3,3′-difluoro-2′-(5-methyl-[1,2,4]oxadiazol-3-yl)-biphenyl-4-yl]-ethylamine), BrC1=C(C(=CC(=C1)Cl)F)C1=NOC(=N1)C (3-(2-bromo-4-chloro-6-fluoro-phenyl)-5-methyl-[1,2,4]oxadiazole), C1=CC=CC=2C3=CC=CC=C3C(C12)COC(NC1(COC1)C(N[C@H](C)C1=C(C=C(C=C1)C1=C(C(=CC(=C1)Cl)F)C1=NOC(=N1)C)F)=O)=O ((3-{(R)-1-[5′-chloro-3,3′-difluoro-2′-(5-methyl-[1,2,4]oxadiazol-3-yl)-biphenyl-4-yl]-ethylcarbamoyl}-oxetan-3-yl)-carbamic acid 9H-fluoren-9-ylmethyl ester). Product: ClC=1C=C(C(=C(C1)C1=CC(=C(C=C1)[C@@H](C)NC(=O)C1(COC1)N)F)C1=NOC(=N1)C)F (3-Amino-oxetane-3-carboxylic acid {(R)-1-[5′-chloro-3,3′-difluoro-2′-(5-methyl-[1,2,4]oxadiazol-3-yl)-biphenyl-4-yl]-ethyl}-amide). RXN SMILES: C(OC(=O)N[C@@H](C1C=CC(C2C=C(Cl)C=C(F)C=2C2N=C(C)ON=2)=CC=1F)C)(C)(C)C.BrC1C=C(Cl)C=C(F)C=1C1N=C(C)ON=1.ClC1C=C(F)C(C2N=C(C)ON=2)=C(C2C=CC([C@H](N)C)=C(F)C=2)C=1.C1C2C(COC(=O)[NH:87][C:88]3([C:92](=[O:117])[NH:93][C@@H:94]([C:96]4[CH:101]=[CH:100][C:99]([C:102]5[CH:107]=[C:106]([Cl:108])[CH:105]=[C:104]([F:109])[C:103]=5[C:110]5[N:114]=[C:113]([CH3:115])[O:112][N:111]=5)=[CH:98][C:97]=4[F:116])[CH3:95])[CH2:91][O:90][CH2:89]3)C3C(=CC=CC=3)C=2C=CC=1>>[Cl:108][C:106]1[CH:105]=[C:104]([F:109])[C:103]([C:110]2[N:114]=[C:113]([CH3:115])[O:112][N:111]=2)=[C:102]([C:99]2[CH:100]=[CH:101][C:96]([C@H:94]([NH:93][C:92]([C:88]3([NH2:87])[CH2:91][O:90][CH2:89]3)=[O:117])[CH3:95])=[C:97]([F:116])[CH:98]=2)[CH:107]=1. Procedure: The title compound was prepared in analogy to intermediate 5 synthesizing {(R)-1-[5′-chloro-3,3′-difluoro-2′-(5-methyl-[1,2,4]oxadiazol-3-yl)-biphenyl-4-yl]ethyl}-carbamic acid tert-butyl ester in step A (using 3-(2-bromo-4-chloro-6-fluoro-phenyl)-5-methyl-[1,2,4]oxadiazole (intermediate 10) instead of 5-(2-bromo-4-chloro-6-fluorophenyl)-2-methyl-2H-tetrazole), (R)-1-[5′-chloro-3,3′-difluoro-2′-(5-methyl-[1,2,4]oxadiazol-3-yl)-biphenyl-4-yl]-ethylamine in step B and (3-{(R)-1-[5′-chloro-3,3′-dif... Reactants: COC(=O)C1CC=CC1 (3-cyclopentenecarboxylic acid methyl ester), II (iodine), C(CCC)[Li] (n-butyllithium), O1C(CCCC1)OCC#C (propargyl tetrahydropyranyl ether), compound, CC(C)=C(C)C (2,3-dimethyl-2-butene), [OH-].[Na+] (sodium hydroxide), OO (hydrogen peroxide). The solvent is C1CCOC1 (THF), C1CCOC1 (THF), C1CCOC1 (THF), C(C)(=O)OCC (ethyl acetate), C1CCOC1 (THF), C1CCOC1 (THF), CO (methanol), C1CCOC1 (THF). Reaction conditions: temperature -25 celsius. Product: COC(=O)C1CC(CC1)C#CCOC1OCCCC1 (3-(tetrahydropyranyloxy-1-propynyl)cyclopentanecarboxylic acid methyl ester). RXN SMILES: CC(=C(C)C)C.[CH3:7][O:8][C:9]([CH:11]1[CH2:15][CH:14]=[CH:13][CH2:12]1)=[O:10].C([Li])CCC.[O:21]1[CH2:26][CH2:25][CH2:24][CH2:23][CH:22]1[O:27][CH2:28][C:29]#[CH:30].II.[OH-].[Na+].OO>C1COCC1.C(OCC)(=O)C.CO>[CH3:7][O:8][C:9]([CH:11]1[CH2:15][CH2:14][CH:13]([C:30]#[C:29][CH2:28][O:27][CH:22]2[CH2:23][CH2:24][CH2:25][CH2:26][O:21]2)[CH2:12]1)=[O:10] |f:5.6|. Procedure: To a solution of a borane-dimethylsulfide complex (1.98 ml, 20.2 mmol) in THF (18.3 ml), a 1M THF solution of 2,3-dimethyl-2-butene (20.2 ml, 20.2 mmol) was added at 0° C., and the mixture was stirred at the same temperature. Two hours later, the reaction solution was cooled to -25° C., and a solution of 3-cyclopentenecarboxylic acid methyl ester (2.55 g, 20.2 mmol) in THF (20 ml) was dropwise added thereto. The mixture was stirred at the same temperature for 1.5 hours. Then, methanol (1.64 ml) ...